describe an organic reaction: reactants, conditions, products, and yield From a dataset of the Open Reaction Database (ORD), a public repository of structured organic reaction records. Starting materials: CCOC(=O)C (EtOAc), N(=[N+]=[N-])C(C)C=1N=C2N(C(C1C1=NC=CC=C1)=O)C(=CS2)C (7-(1-azidoethyl)-3-methyl-6-pyridin-2-yl-5H-[1,3]thiazolo[3,2-a]pyrimidin-5-one), CP(C)C (trimethylphosphine). Conditions: time 1 hour. RXN SMILES: [N:1]([CH:4]([C:6]1[N:7]=[C:8]2[S:21][CH:20]=[C:19]([CH3:22])[N:9]2[C:10](=[O:18])[C:11]=1[C:12]1[CH:17]=[CH:16][CH:15]=[CH:14][N:13]=1)[CH3:5])=[N+]=[N-].CP(C)C.CCOC(C)=O>O1CCCC1.O>[NH2:1][CH:4]([C:6]1[N:7]=[C:8]2[S:21][CH:20]=[C:19]([CH3:22])[N:9]2[C:10](=[O:18])[C:11]=1[C:12]1[CH:17]=[CH:16][CH:15]=[CH:14][N:13]=1)[CH3:5]. Procedure details: To a stirred solution of 7-(1-azidoethyl)-3-methyl-6-pyridin-2-yl-5H-[1,3]thiazolo[3,2-a]pyrimidin-5-one (0.012 g, 0.039 mmol) in tetrahydrofuran (0.1 mL) and water (0.0285 mL) was added 1.0 M of trimethylphosphine in tetrahydrofuran (0.047 mmol) at room temperature and stirred for 1 hour. To the mixture was added EtOAc and the mixture was extracted twice with 1 N HCl. The combined extracts were neutralized with solid sodium bicarbonate and extracted with methylene chloride. The combined organic... Solvent: O1CCCC1 (tetrahydrofuran), O (water), O1CCCC1 (tetrahydrofuran). Product: NC(C)C=1N=C2N(C(C1C1=NC=CC=C1)=O)C(=CS2)C (7-(1-aminoethyl)-3-methyl-6-pyridin-2-yl-5H-[1,3]thiazolo[3,2-a]pyrimidin-5-one). The reactants are [Al+3], C1CCOC1, CCOC(=O)NC1CCc2ccc(OCCNS(=O)(=O)CC3CC3)cc2C1Cc1ccc(F)cc1, CC(C)O, ClCCl, Cl, [H-], [H-], [H-], [H-], [Li+], [Na+], [OH-]. Product: CNC1CCc2ccc(OCCNS(=O)(=O)CC3CC3)cc2C1Cc1ccc(F)cc1. As a reaction SMILES: [Al+3:37].[CH2:49]1[O:50][CH2:51][CH2:52][CH2:53]1.[CH:1]1([CH2:4][S:5](=[O:6])(=[O:7])[NH:8][CH2:9][CH2:10][O:11][c:12]2[cH:13][cH:14][c:15]3[c:20]([cH:21]2)[CH:19]([CH2:22][c:23]2[cH:24][cH:25][c:26]([F:29])[cH:27][cH:28]2)[CH:18]([NH:30][C:31](=[O:32])[O:33][CH2:34][CH3:35])[CH2:17][CH2:16]3)[CH2:2][CH2:3]1.[CH:44]([OH:45])([CH3:46])[CH3:47].[Cl:54][CH2:55][Cl:56].[ClH:48].[H-:36].[H-:39].[H-:40].[H-:41].[Li+:38].[Na+:43].[OH-:42]>>[CH:1]1([CH2:4][S:5](=[O:6])(=[O:7])[NH:8][CH2:9][CH2:10][O:11][c:12]2[cH:13][cH:14][c:15]3[c:20]([cH:21]2)[CH:19]([CH2:22][c:23]2[cH:24][cH:25][c:26]([F:29])[cH:27][cH:28]2)[CH:18]([NH:30][CH3:31])[CH2:17][CH2:16]3)[CH2:2][CH2:3]1. Reactants: O (water), N1N=CC2=CC(=CC=C12)C(=O)OC (methyl 1H-indazole-5-carboxylate), [H-].[Al+3].[Li+].[H-].[H-].[H-] (lithium aluminum hydride). The solvent is O1CCCC1 (tetrahydrofuran), O1CCCC1 (tetrahydrofuran), O1CCCC1 (tetrahydrofuran). Reaction conditions: temperature 0 celsius, time 1 hour. Product: N1N=CC2=CC(=CC=C12)CO (1H-indazole-5-ylmethanol). Yield: 37.5%. Reaction SMILES: [NH:1]1[C:9]2[C:4](=[CH:5][C:6]([C:10](OC)=[O:11])=[CH:7][CH:8]=2)[CH:3]=[N:2]1.[H-].[Al+3].[Li+].[H-].[H-].[H-].O>O1CCCC1>[NH:1]1[C:9]2[C:4](=[CH:5][C:6]([CH2:10][OH:11])=[CH:7][CH:8]=2)[CH:3]=[N:2]1 |f:1.2.3.4.5.6|. Reported procedure: A solution of methyl 1H-indazole-5-carboxylate (825 mg, 4.68 mmol) in tetrahydrofuran (20 ml) was added to a solution of lithium aluminum hydride (580 mg, 14.1 mmol) in tetrahydrofuran (16 ml) at 0° C. and stirred at 0° C. for 1 hour. A mixture of tetrahydrofuran (10 ml) and water (10 ml) was added to the reaction solution and the resulting mixture was filtered. The filtrate was concentrated and the resulting residue was diluted with chloroform and washed with a 1N-aqueous sodium hydroxide solut... Reactants: resultant mixture, [Cl-].C(C)(C)(C)[IH+](C1=CC=CC=C1)C(C)(C)C (Di-tert-butylphenyliodonium chloride), C(CC)(OCC)([O-])[O-] (ethyl orthopropionate), FC(S(=O)(=O)O)(F)F (trifluoromethanesulfonic acid), N (ammonia). The solvent is C(Cl)Cl (methylene chloride). Yields the product [O-]S(=O)(=O)C(F)(F)F.C(C)(C)(C)[IH+](C1=CC=CC=C1)C(C)(C)C (di-tert-butylphenyliodonium triflate). Yield: 104.8%. RXN SMILES: [Cl-].[C:2]([IH+:6]([C:13]([CH3:16])([CH3:15])[CH3:14])[C:7]1[CH:12]=[CH:11][CH:10]=[CH:9][CH:8]=1)([CH3:5])([CH3:4])[CH3:3].C([O-])([O-])(OCC)CC.[F:25][C:26]([F:32])([F:31])[S:27]([OH:30])(=[O:29])=[O:28].N>C(Cl)Cl>[O-:30][S:27]([C:26]([F:32])([F:31])[F:25])(=[O:29])=[O:28].[C:13]([IH+:6]([C:2]([CH3:5])([CH3:4])[CH3:3])[C:7]1[CH:12]=[CH:11][CH:10]=[CH:9][CH:8]=1)([CH3:16])([CH3:15])[CH3:14] |f:0.1,6.7|. Reported procedure: Di-tert-butylphenyliodonium chloride (443 mg; 1 mmol), ethyl orthopropionate (211 mg; 1.5 mmol), and trifluoromethanesulfonic acid (165 mg; 1.1 mmol) were dissolved in anhydrous methylene chloride (10 ml), and the resultant mixture was stirred for 2 hours at room temperature. The reaction mixture was alkalinized by adding 1% aqueous ammonia (10 ml), and extracted with methylene chloride twice, followed by drying. The solvent was evaporated, and the thus-obtained solid matter was washed with ethe... Starting materials: COC1=C(C=C2C(=C1)C(=NC(=N2)N3CCN(CC3)C(=O)C4COC5=CC=CC=C5O4)N)OC.Cl (Doxazosin hydrochloride), [OH-].[Na+] (NaOH). The product is COC=1C=C2C(=CC1OC)N=C(N=C2N)N3CCN(CC3)C(=O)C4COC=5C=CC=CC5O4 (Doxazosin). RXN SMILES: [CH3:1][O:2][C:3]1[CH:8]=[C:7]2[C:9]([NH2:31])=[N:10][C:11]([N:13]3[CH2:18][CH2:17][N:16]([C:19]([CH:21]4[O:30][C:29]5[C:24](=[CH:25][CH:26]=[CH:27][CH:28]=5)[O:23][CH2:22]4)=[O:20])[CH2:15][CH2:14]3)=[N:12][C:6]2=[CH:5][C:4]=1[O:32][CH3:33].Cl.[OH-].[Na+]>>[CH3:1][O:2][C:3]1[CH:8]=[C:7]2[C:9]([NH2:31])=[N:10][C:11]([N:13]3[CH2:14][CH2:15][N:16]([C:19]([CH:21]4[O:30][C:29]5[CH:28]=[CH:27][CH:26]=[CH:25][C:24]=5[O:23][CH2:22]4)=[O:20])[CH2:17][CH2:18]3)=[N:12][C:6]2=[CH:5][C:4]=1[O:32][CH3:33] |f:0.1,2.3|. Procedure: 4-Amino-2-chloro-6,7-bismethoxyquinazoline (III) (3.2 grams, 13.35 mmole), Compound 4 from Example 2 (3.4 grains, 13.75 mmole) and n-butanol (72 ml) were subjected to a 50 ml round-bottom flask and heated under refluxing for 3.5 hours under a nitrogen atmosphere. Cooling to 75° C., the solid products were filtered and collected, dried in an oven to obtain 5.25 grams of Doxazosin hydrochloride (10.76 mmole, Yield: 81%). The Doxazosin hydrochloride was added to a 1N NaOH solution and heated for di... The reactants are ClC=1C=C(C=CC1)[C@H]1OCCN(C1)C[C@@H](C(F)(F)F)O ((S)-3-((R)-2-(3-chlorophenyl)morpholino)-1,1,1-trifluoropropan-2-ol), TEA, ClC1=C(C=C(C=C1)N=C=O)F (1-chloro-2-fluoro-4-isocyanatobenzene). Solvent: C(C)#N (acetonitrile). Reaction conditions: time 8 hour. Product: Cl.ClC=1C=C(C=CC1)[C@@H]1CN(CCO1)C[C@@H](C(F)(F)F)OC(NC1=CC(=C(C=C1)Cl)F)=O ((4-chloro-3-fluoro-phenyl)-carbamic acid (S)-1-[(R)-2-(3-chlorophenyl)-morpholin-4-ylmethyl]-2,2,2-trifluoro-ethyl ester hydrochloride). The yield is 112.7%. RXN SMILES: [Cl:1][C:2]1[CH:3]=[C:4]([C@@H:8]2[CH2:13][N:12]([CH2:14][C@H:15]([OH:20])[C:16]([F:19])([F:18])[F:17])[CH2:11][CH2:10][O:9]2)[CH:5]=[CH:6][CH:7]=1.[Cl:21][C:22]1[CH:27]=[CH:26][C:25]([N:28]=[C:29]=[O:30])=[CH:24][C:23]=1[F:31]>C(#N)C>[ClH:1].[Cl:1][C:2]1[CH:3]=[C:4]([C@H:8]2[O:9][CH2:10][CH2:11][N:12]([CH2:14][C@H:15]([O:20][C:29](=[O:30])[NH:28][C:25]3[CH:26]=[CH:27][C:22]([Cl:21])=[C:23]([F:31])[CH:24]=3)[C:16]([F:18])([F:19])[F:17])[CH2:13]2)[CH:5]=[CH:6][CH:7]=1 |f:3.4|. Procedure details: (S)-3-((R)-2-(3-chlorophenyl)morpholino)-1,1,1-trifluoropropan-2-ol (59.5 mg, 192 μmol), TEA (26.8 μL, 192 μmol) and 1-chloro-2-fluoro-4-isocyanatobenzene (32.9 mg, 192 μmol) were combined in 2 mL of acetonitrile and stirred at room temperature overnight. The solution was purified by reverse phase column chromatography (50-100% acetonitrile in water). The desired fractions were pooled, treated with 5 drops of conc. HCl and the solution lyophilized to afford (4-chloro-3-fluoro-phenyl)-carbamic ac...